From a dataset of the Open Reaction Database (ORD), a public repository of structured organic reaction records. describe an organic reaction: reactants, conditions, products, and yield The reactants are IC1=CC=C(C(C(=O)O)=C1)N (5-iodoanthranilic acid), [OH-].[Na+] (sodium hydroxide), N(=O)[O-].[Na+] (sodium nitrite), C(C)(=O)[O-].[K+] (potassium acetate), Cl (hyrochloric acid), diazonium, O(C(=S)[S-])CC.[K+] (potassium ethyl xanthate), [OH-].[Na+] (sodium hydroxide), Cl (hydrochloric acid), ice, N(=O)[O-] (nitrite). Solvent: O (water), O (water). Reaction conditions: time 30 minute. The product is IC1=CC=C(C(C(=O)O)=C1)S (5-iodothiosalicyclic acid). Isolated yield 80.5%. As a reaction SMILES: [I:1][C:2]1[CH:10]=[C:6]([C:7]([OH:9])=[O:8])[C:5](N)=[CH:4][CH:3]=1.[OH-].[Na+].N([O-])=O.[Na+].Cl.N([O-])=O.C([O-])(=O)C.[K+].O(CC)C([S-])=[S:29].[K+]>O>[I:1][C:2]1[CH:10]=[C:6]([C:7]([OH:9])=[O:8])[C:5]([SH:29])=[CH:4][CH:3]=1 |f:1.2,3.4,7.8,9.10|. Procedure: A solution of 5-iodoanthranilic acid (71.1 g; 0.272 mole), sodium hydroxide (11.5 g; 0.275 mole) and sodium nitrite (18.75 g; 0.275 mole) in water (325 ml) was added slowly with stirring to a mixture of concentrated hydrochloric acid (75 ml) and ice (100 g) while the temperature was maintained between 0° and 5° by external cooling and by the addition of ice. After completion of the addition of the nitrite solution, the mixture was stirred for an additional 30 minutes and adjusted to pH 7 with di...